Dataset: the Open Reaction Database (ORD), a public repository of structured organic reaction records. Task: describe an organic reaction: reactants, conditions, products, and yield Reactants: COC=1C=CC=C2CCC(C12)NC=1OCC2=C(N1)C=CC(=C2)N (rac-N2-(7-Methoxy-indan-1-yl)-4H-benzo[d][1,3]oxazine-2,6-diamine), N1(CCCCC1)S(=O)(=O)Cl (piperidine-1-sulfonyl chloride). Product: COC=1C=CC=C2CCC(C12)NC=1OCC2=C(N1)C=CC(=C2)NS(=O)(=O)N2CCCCC2 (rac-Piperidine-1-sulfonic acid [2-(7-methoxy-indan-1-ylamino)-4H-benzo[d][1,3]oxazin-6-yl]-amide). Yield: 74.6%. RXN SMILES: [CH3:1][O:2][C:3]1[CH:4]=[CH:5][CH:6]=[C:7]2[C:11]=1[CH:10]([NH:12][C:13]1[O:14][CH2:15][C:16]3[CH:22]=[C:21]([NH2:23])[CH:20]=[CH:19][C:17]=3[N:18]=1)[CH2:9][CH2:8]2.[N:24]1([S:30](Cl)(=[O:32])=[O:31])[CH2:29][CH2:28][CH2:27][CH2:26][CH2:25]1>>[CH3:1][O:2][C:3]1[CH:4]=[CH:5][CH:6]=[C:7]2[C:11]=1[CH:10]([NH:12][C:13]1[O:14][CH2:15][C:16]3[CH:22]=[C:21]([NH:23][S:30]([N:24]4[CH2:29][CH2:28][CH2:27][CH2:26][CH2:25]4)(=[O:32])=[O:31])[CH:20]=[CH:19][C:17]=3[N:18]=1)[CH2:9][CH2:8]2. Procedure details: Prepared from rac-N2-(7-methoxy-indan-1-yl)-4H-benzo[d][1,3]oxazine-2,6-diamine (Example 10) (100 mg, 0.323 mmol) and piperidine-1-sulfonyl chloride (65 mg, 0.353 mmol) according to the procedure described for Example 27. Obtained the title compound as a light yellow foam (110 mg, 75%), MS (ISP) m/e=457.4 [(M+H)+]. Reactants: OCC=1C=C(C=CC1)NC(OC(C)(C)C)=O (tert-Butyl 3-(hydroxymethyl)phenylcarbamate), C(C1=CC=CC=C1)[C@@H]1N(C(OC1)=O)C(C[C@H](C1=NOC=C1)C1=CC=C(C=C1)O)=O ((S)-4-Benzyl-3-((S)-3-(4-hydroxyphenyl)-3-(isoxazol-3-yl)propanoyl)oxazolidin-2-one), CC(C)OC(=O)/N=N/C(=O)OC(C)C (DIAD), C1(=CC=CC=C1)P(C1=CC=CC=C1)C1=CC=CC=C1 (triphenylphosphine). The solvent is C1CCOC1 (THF). Run at time 16 hour. The product is C(C1=CC=CC=C1)[C@@H]1N(C(OC1)=O)C(C[C@H](C1=NOC=C1)C1=CC=C(OCC=2C=C(C=CC2)NC(OC(C)(C)C)=O)C=C1)=O (tert-Butyl 3-((4-((S)-3-((S)-4-benzyl-2-oxooxazolidin-3-yl)-1-(isoxazol-3-yl)-3-oxopropyl)phenoxy)methyl)phenylcarbamate). Yield: 96.2%. Reaction SMILES: [OH:1][CH2:2][C:3]1[CH:4]=[C:5]([NH:9][C:10](=[O:16])[O:11][C:12]([CH3:15])([CH3:14])[CH3:13])[CH:6]=[CH:7][CH:8]=1.[CH2:17]([C@H:24]1[CH2:28][O:27][C:26](=[O:29])[N:25]1[C:30](=[O:45])[CH2:31][C@@H:32]([C:38]1[CH:43]=[CH:42][C:41](O)=[CH:40][CH:39]=1)[C:33]1[CH:37]=[CH:36][O:35][N:34]=1)[C:18]1[CH:23]=[CH:22][CH:21]=[CH:20][CH:19]=1.CC(OC(/N=N/C(OC(C)C)=O)=O)C.C1(P(C2C=CC=CC=2)C2C=CC=CC=2)C=CC=CC=1>C1COCC1>[CH2:17]([C@H:24]1[CH2:28][O:27][C:26](=[O:29])[N:25]1[C:30](=[O:45])[CH2:31][C@@H:32]([C:38]1[CH:39]=[CH:40][C:41]([O:1][CH2:2][C:3]2[CH:4]=[C:5]([NH:9][C:10](=[O:16])[O:11][C:12]([CH3:13])([CH3:15])[CH3:14])[CH:6]=[CH:7][CH:8]=2)=[CH:42][CH:43]=1)[C:33]1[CH:37]=[CH:36][O:35][N:34]=1)[C:18]1[CH:23]=[CH:22][CH:21]=[CH:20][CH:19]=1. Reported procedure: To a solution of alcohol 27.1 (179 mg, 0.765 mmol) in THF (7 mL), was added phenol 7.5 (300 mg, 0.765 mmol), DIAD (0.155 mL, 0.803 mmol), and triphenylphosphine (211 mg, 0.803 mmol). The solution was stirred for 16 hours and then concentrated to a reduced volume. The residue was purified by medium pressure chromatography (silica gel, 0 to 50% EtOAc:hexanes) to give 27.2 (440 mg). MS ESI (pos.) m/e 598.2 (M+H). 1H NMR (400 MHz, CDCl3) δ ppm 8.20 (1 H, d, J=1.6 Hz), 7.38 (1 H, s), 7.08-7.29 (8 H, ... Reactants: ClC=1C=C(C=CC1)CC(=O)Cl (3-chlorophenylacetyl chloride), S(=O)(=O)=O (sulphur trioxide). Solvent: ClC(C)Cl (dichloroethane), ClCCl (dichloromethane). The product is ClC=1C=C(C=CC1)C(C(=O)Cl)S(=O)(=O)O (2-(3-Chlorophenyl)-2-sulphoacetyl chloride). Reaction SMILES: [Cl:1][C:2]1[CH:3]=[C:4]([CH2:8][C:9]([Cl:11])=[O:10])[CH:5]=[CH:6][CH:7]=1.[S:12](=[O:15])(=[O:14])=[O:13]>ClCCl.ClC(Cl)C>[Cl:1][C:2]1[CH:3]=[C:4]([CH:8]([S:12]([OH:15])(=[O:14])=[O:13])[C:9]([Cl:11])=[O:10])[CH:5]=[CH:6][CH:7]=1. Reported procedure: A solution of 3-chlorophenylacetyl chloride (1.89 g, 10 mmole) in dichloromethane (20 ml) was treated with a suspension of sulphur trioxide--dioxane complex (15 mmole) in dichloroethane at 0° C. The mixture was stirred at room temperature for eighteen hours and evaporated, νmax. (CH2Cl2) 1790 cm-1. Starting materials: C(C1=CC=CC=C1)[C@@H](C[C@@H]([C@H](CC1=CC=CC=C1)NC(COC1=C(C=CC=C1C)C)=O)O)NC([C@H](C(C)C)N1C(NCCC1)=O)=O ((2S)-N-((1S,3S,4S)-1-benzyl-4-{[(2,6-dimethylphenoxy)acetyl]amino}-3-hydroxy-5-phenylpentyl)-3-methyl-2-(2-oxotetrahydropyrimidin-1(2H)-yl)butanamide), C(C)SCC (ethyl sulfide), C(C1=CC=CC=C1)(=O)OOC(C1=CC=CC=C1)=O (benzoyl peroxide). The solvent is C(C)(=O)OCC (ethyl acetate), C(C)#N (acetonitrile). The product is C(C1=CC=CC=C1)[C@@H](C[C@@H]([C@H](CC1=CC=CC=C1)NC(COC1=C(C=CC=C1C)C)=O)OC(C)SCC)NC([C@H](C(C)C)N1C(NCCC1)=O)=O ((2S)-N-{(1S,3S,4S)-1-benzyl-4-{[(2,6-dimethylphenoxy)acetyl]amino}-3-[1-(ethylthio)ethoxy]-5-phenylpentyl}-3-methyl-2-(2-oxotetrahydropyrimidin-1(2H)-yl)butanamide). Yield: 61.0%. As a reaction SMILES: [CH2:1]([C@H:8]([NH:33][C:34](=[O:46])[C@@H:35]([N:39]1[CH2:44][CH2:43][CH2:42][NH:41][C:40]1=[O:45])[CH:36]([CH3:38])[CH3:37])[CH2:9][C@H:10]([OH:32])[C@@H:11]([NH:19][C:20](=[O:31])[CH2:21][O:22][C:23]1[C:28]([CH3:29])=[CH:27][CH:26]=[CH:25][C:24]=1[CH3:30])[CH2:12][C:13]1[CH:18]=[CH:17][CH:16]=[CH:15][CH:14]=1)[C:2]1[CH:7]=[CH:6][CH:5]=[CH:4][CH:3]=1.[CH2:47]([S:49][CH2:50][CH3:51])[CH3:48].C(OOC(=O)C1C=CC=CC=1)(=O)C1C=CC=CC=1>C(#N)C.C(OCC)(=O)C>[CH2:1]([C@H:8]([NH:33][C:34](=[O:46])[C@@H:35]([N:39]1[CH2:44][CH2:43][CH2:42][NH:41][C:40]1=[O:45])[CH:36]([CH3:38])[CH3:37])[CH2:9][C@H:10]([O:32][CH:47]([S:49][CH2:50][CH3:51])[CH3:48])[C@@H:11]([NH:19][C:20](=[O:31])[CH2:21][O:22][C:23]1[C:24]([CH3:30])=[CH:25][CH:26]=[CH:27][C:28]=1[CH3:29])[CH2:12][C:13]1[CH:14]=[CH:15][CH:16]=[CH:17][CH:18]=1)[C:2]1[CH:7]=[CH:6][CH:5]=[CH:4][CH:3]=1. Procedure details: To a solution of the compound of Example 3 (0.50 g, 0.80 mmol) and ethyl sulfide (2.1 mL) in acetonitrile (6 mL) at 0° C. was added benzoyl peroxide (1.16 g) in three portions over 3 hours. The reaction was diluted with ethyl acetate and washed with 10% Na2CO3 and brine. The organic was dried over MgSO4, filtered and evaporated. The residue was chromatographed on silica gel eluting with a gradient of 50-100% ethyl acetate in chloroform to give the title compound (0.36 g, 61% yield). Reactants: ClC1=CC(=C(N)C=C1)[N+](=O)[O-] (4-chloro-2-nitroaniline), [H-].[Na+] (NaH), C(=O)(O)[O-].[Na+] (NaHCO3), COC(C1=CC=C(C=C1)CBr)=O (methyl-4-(bromomethyl)benzoate). Run in CN(C)C=O (DMF). Reaction conditions: time 30 minute. The product is ClC1=CC(=C(C=C1)NCC1=CC=C(C(=O)OC)C=C1)[N+](=O)[O-] (Methyl 4-{[(4-chloro-2-nitrophenyl)amino]methyl}benzoate). As a reaction SMILES: [Cl:1][C:2]1[CH:8]=[CH:7][C:5]([NH2:6])=[C:4]([N+:9]([O-:11])=[O:10])[CH:3]=1.[H-].[Na+].[CH3:14][O:15][C:16](=[O:25])[C:17]1[CH:22]=[CH:21][C:20]([CH2:23]Br)=[CH:19][CH:18]=1.C([O-])(O)=O.[Na+]>CN(C=O)C>[Cl:1][C:2]1[CH:8]=[CH:7][C:5]([NH:6][CH2:23][C:20]2[CH:21]=[CH:22][C:17]([C:16]([O:15][CH3:14])=[O:25])=[CH:18][CH:19]=2)=[C:4]([N+:9]([O-:11])=[O:10])[CH:3]=1 |f:1.2,4.5|. Procedure details: To 4-chloro-2-nitroaniline (10 mmol, 1.73 g) in DMF (10 mL) was added NaH (11 mmol, 440 mg of 60% suspension in mineral oil). After 30 min the reaction vessel was placed in a water bath and methyl-4-(bromomethyl)benzoate (11 mmol, 2.52 g) was added (exothermic). The reaction mixture was allowed to stand at ambient temperature for 16 h, then poured into saturated NaHCO3, affording an orange precipitate which was filtered, washed with water and dried in vacuo. Purification by flash chromatography ... Reactants: BrB(Br)Br, C[Si](C)(C)C=[N+]=[N-], CCCCCC, ClCCl, COC(=O)C1(c2cc(F)cc(OC)c2)CC=CC1. Product: COC(=O)C1(c2cc(O)cc(F)c2)CC=CC1. As a reaction SMILES: [B:19]([Br:20])([Br:21])[Br:22].[CH3:23][Si:24]([CH:25]=[N+:26]=[N-:27])([CH3:28])[CH3:29].[CH3:30][CH2:31][CH2:32][CH2:33][CH2:34][CH3:35].[Cl:36][CH2:37][Cl:38].[F:1][c:2]1[cH:3][c:4]([O:17][CH3:18])[cH:5][c:6]([C:8]2([C:13](=[O:14])[O:15][CH3:16])[CH2:9][CH:10]=[CH:11][CH2:12]2)[cH:7]1>>[F:1][c:2]1[cH:3][c:4]([OH:17])[cH:5][c:6]([C:8]2([C:13](=[O:14])[O:15][CH3:16])[CH2:9][CH:10]=[CH:11][CH2:12]2)[cH:7]1. The reactants are CS(C)=O, FC(F)(Cl)C(F)(Cl)CCI, Cl, COC(=O)CS(=O)(=O)CCC(F)(F)F, [H-], [Na+]. The product is COC(=O)C(CCC(F)(Cl)C(F)(F)Cl)S(=O)(=O)CCC(F)(F)F. Reaction SMILES: [CH3:28][S:29](=[O:30])[CH3:31].[Cl:1][C:2]([C:3]([CH2:4][CH2:5][I:6])([F:7])[Cl:8])([F:9])[F:10].[ClH:27].[F:11][C:12]([CH2:13][CH2:14][S:15](=[O:16])(=[O:17])[CH2:18][C:19](=[O:20])[O:21][CH3:22])([F:23])[F:24].[H-:25].[Na+:26]>>[Cl:1][C:2]([C:3]([CH2:4][CH2:5][CH:18]([S:15]([CH2:14][CH2:13][C:12]([F:11])([F:23])[F:24])(=[O:16])=[O:17])[C:19](=[O:20])[O:21][CH3:22])([F:7])[Cl:8])([F:9])[F:10]. Starting materials: ClC1=CC2=C(C(C3=NC=CC=C3CS2)=C2CCN(CC2)C(CC2CCNCC2)=O)C=C1 (4-[2-[4-(8-chloro-5,11-dihydro-[1]benzothiepino[4,3-b]pyridin-11-ylidene)-1-piperidinyl]-2-oxoethyl]-piperidine), [Si](C)(C)(C)N=C=O (TMSNCO). Run in C(Cl)Cl (CH2Cl2), O (water). Reaction conditions: time 5 minute. Product: ClC1=CC2=C(C(C3=NC=CC=C3CS2)=C2CCN(CC2)C(CC2CCN(CC2)C(=O)N)=O)C=C1 (4-[2-[4-(8-Chloro-5,11-dihydro-[1]benzothiepino[4,3-b]pyridin-11-ylidene)-1-piperidinyl]-2-oxoethyl]-1-piperidinecarboxamide), solid. Reaction SMILES: [Cl:1][C:2]1[CH:31]=[CH:30][C:5]2[C:6](=[C:15]3[CH2:20][CH2:19][N:18]([C:21](=[O:29])[CH2:22][CH:23]4[CH2:28][CH2:27][NH:26][CH2:25][CH2:24]4)[CH2:17][CH2:16]3)[C:7]3[C:12]([CH2:13][S:14][C:4]=2[CH:3]=1)=[CH:11][CH:10]=[CH:9][N:8]=3.[Si]([N:36]=[C:37]=[O:38])(C)(C)C>C(Cl)Cl.O>[Cl:1][C:2]1[CH:31]=[CH:30][C:5]2[C:6](=[C:15]3[CH2:20][CH2:19][N:18]([C:21](=[O:29])[CH2:22][CH:23]4[CH2:24][CH2:25][N:26]([C:37]([NH2:36])=[O:38])[CH2:27][CH2:28]4)[CH2:17][CH2:16]3)[C:7]3[C:12]([CH2:13][S:14][C:4]=2[CH:3]=1)=[CH:11][CH:10]=[CH:9][N:8]=3. Procedure details: The title compound was prepared by a similar procedure from 4-[2-[4-(8-chloro-5,11-dihydro-[1]benzothiepino[4,3-b]pyridin-11-ylidene)-1-piperidinyl]-2-oxoethyl]-piperidine (120 mg, 0.265 mmol) in CH2Cl2 (3 ml), to which TMSNCO (200 μl, 170 mmol) was added at 0° C. After 5 minutes at 0° C., the mixture was stirred 3.5 hours at room temperature. The reaction mixture was diluted with water and extracted with CH2Cl2 ; the organic phase was washed with NaHCO3 solution and brine, dried over MgSO4, fil... The reactants are C(C)(=O)OC1=C(C=C(C=C1)C=1C(=NC=NC1)Cl)OC(C)=O (4-(4-Chloro-5-pyrimidinyl)-o-phenylene diacetate), O.S.[Na] (sodium hydrogen sulphide hydrate). The solvent is CO (methanol). Run at temperature 60 celsius, time 4.5 hour. Yields the product OC=1C=C(C=CC1O)C=1C(NC=NC1)=S (5-(3,4-dihydroxyphenyl)-4(3H)-pyrimidinethione). Yield: 97.1%. Reaction SMILES: C([O:4][C:5]1[CH:10]=[CH:9][C:8]([C:11]2[C:12](Cl)=[N:13][CH:14]=[N:15][CH:16]=2)=[CH:7][C:6]=1[O:18]C(=O)C)(=O)C.O.[SH2:23].[Na]>CO>[OH:18][C:6]1[CH:7]=[C:8]([C:11]2[C:12](=[S:23])[NH:13][CH:14]=[N:15][CH:16]=2)[CH:9]=[CH:10][C:5]=1[OH:4] |f:1.2.3,^1:23|. Procedure: 4-(4-Chloro-5-pyrimidinyl)-o-phenylene diacetate (1.1 g) (3.6 mmol) are dissolved in 30 ml of methanol. 1.56 g of sodium hydrogen sulphide hydrate are added thereto and the mixture is stirred at 60° C. for 4.5 hours. The solvent is distilled off in a vacuum and the residue is dissolved in 20 ml of water. The solution is acidified with dilute aqueous hydrochloric acid to pH 5, the precipitated product is filtered off under suction and washed with water and diethyl ether. After drying in a high va... Reactants: [H-].[H-].[H-].[H-].[Li+].[Al+3] (LiAlH4), [OH-].[Na+] (sodium hydroxide), COC=1C=C2C(=CNC2=CC1)C(CCC(=O)N1CC2=C(CC1)C1=C(O2)C=CC=C1)=O (2-[4-(5-methoxy-3-indolyl)-1,4-dioxobutyl]-1,2,3,4-tetrahydrobenzofuro[2,3-c]pyridine), O (water). Solvent: C1CCOC1 (THF), C1CCOC1 (THF). Run at time 1 hour. Product: COC=1C=C2C(=CNC2=CC1)CCCCN1CC2=C(CC1)C1=C(O2)C=CC=C1 (2-[4-(5-methoxy-3-indolyl)butyl]-1,2,3,4-tetrahydrobenzofuro[2,3-c]pyridine). As a reaction SMILES: [CH3:1][O:2][C:3]1[CH:4]=[C:5]2[C:9](=[CH:10][CH:11]=1)[NH:8][CH:7]=[C:6]2[C:12](=O)[CH2:13][CH2:14][C:15]([N:17]1[CH2:22][CH2:21][C:20]2[C:23]3[CH:29]=[CH:28][CH:27]=[CH:26][C:24]=3[O:25][C:19]=2[CH2:18]1)=O.[H-].[H-].[H-].[H-].[Li+].[Al+3].O.[OH-].[Na+]>C1COCC1>[CH3:1][O:2][C:3]1[CH:4]=[C:5]2[C:9](=[CH:10][CH:11]=1)[NH:8][CH:7]=[C:6]2[CH2:12][CH2:13][CH2:14][CH2:15][N:17]1[CH2:22][CH2:21][C:20]2[C:23]3[CH:29]=[CH:28][CH:27]=[CH:26][C:24]=3[O:25][C:19]=2[CH2:18]1 |f:1.2.3.4.5.6,8.9|. Procedure: A suspension of 40.2 g of 2-[4-(5-methoxy-3-indolyl)-1,4-dioxobutyl]-1,2,3,4-tetrahydrobenzofuro[2,3-c]pyridine [obtainable from 4-(5-methoxy-3-indolyl)-4-oxobutyric acid and 1,2,3,4-tetrahydrobenzofuro[2,3-c]pyridine] in 3 l of hot absolute THF is added dropwise, with stirring, to a suspension of 23.4 g of LiAlH4 in 1100 ml of absolute THF, and the mixture is boiled for 1 hour, cooled, and decomposition is carried out with water and sodium hydroxide solution, and the usual working up is carried...